From a dataset of the Open Reaction Database (ORD), a public repository of structured organic reaction records. describe an organic reaction: reactants, conditions, products, and yield Reactants: Br, Br, O=C(Cl)Cc1ccc(Cl)cc1, Nc1cnc2c(n1)CCNCC2, C1COCCO1, [OH-]. Yields the product Nc1cnc2c(n1)CCN(C(=O)Cc1ccc(Cl)cc1)CC2. Reaction SMILES: [BrH:1].[BrH:2].[Cl:15][c:16]1[cH:17][cH:18][c:19]([CH2:22][C:23](=[O:24])[Cl:25])[cH:20][cH:21]1.[NH2:3][c:4]1[cH:5][n:6][c:7]2[c:8]([n:14]1)[CH2:9][CH2:10][NH:11][CH2:12][CH2:13]2.[O:27]1[CH2:28][CH2:29][O:30][CH2:31][CH2:32]1.[OH-:26]>>[NH2:3][c:4]1[cH:5][n:6][c:7]2[c:8]([n:14]1)[CH2:9][CH2:10][N:11]([C:23]([CH2:22][c:19]1[cH:18][cH:17][c:16]([Cl:15])[cH:21][cH:20]1)=[O:24])[CH2:12][CH2:13]2. The reactants are resin, COCCN (2-methoxyethylamine), [BH-](OC(=O)C)(OC(=O)C)OC(=O)C.[Na+] (Na(OAc)3BH), C(=O)C1=CC=C(C=CC(=O)O)C=C1 (4-formylcinnamic acid), [BH-](OC(=O)C)(OC(=O)C)OC(=O)C.[Na+] (Na(OAc)3BH), C(C)(C)N=C=NC(C)C (diisopropylcarbodiimide), C(\C=C\C1=CC=CC=C1)=O (trans-cinnamaldehyde). Reagents/catalysts: CN(C)C=1C=CN=CC1 (DMAP). Solvent: CN(C)C=O (DMF), C(C)(=O)O (acetic acid), CN(C)C=O (DMF), C(C)(=O)O (acetic acid). Conditions: time 24 hour. The product is COCCN(CC=CC1=CC=CC=C1)CC1=CC=C(C=C1)C=CC(=O)O (3-(4- {[(2-Methoxy-ethyl)-(3-phenyl-allyl)-amino]-methyl}-phenyl)-acrylic acid). As a reaction SMILES: [CH:1]([C:3]1[CH:13]=[CH:12][C:6]([CH:7]=[CH:8][C:9]([OH:11])=[O:10])=[CH:5][CH:4]=1)=O.C(N=C=NC(C)C)(C)C.[CH3:23][O:24][CH2:25][CH2:26][NH2:27].[BH-](OC(C)=O)(OC(C)=O)OC(C)=O.[Na+].[CH:42](=O)/[CH:43]=[CH:44]/[C:45]1[CH:50]=[CH:49][CH:48]=[CH:47][CH:46]=1>CN(C1C=CN=CC=1)C.CN(C=O)C.C(O)(=O)C>[CH3:23][O:24][CH2:25][CH2:26][N:27]([CH2:1][C:3]1[CH:13]=[CH:12][C:6]([CH:7]=[CH:8][C:9]([OH:11])=[O:10])=[CH:5][CH:4]=1)[CH2:42][CH:43]=[CH:44][C:45]1[CH:50]=[CH:49][CH:48]=[CH:47][CH:46]=1 |f:3.4|. Procedure: Wang resin (1.1 mmol/g, 1.00 g) in a polypropylene filtration tube with a polyethylene frit was added DMF (5 mL) and CH2Cl2 (5 mL), followed by 4-formylcinnamic acid (5.5 mmol, 969 mg), DMAP (1.08 mmol, 132 mg) and diisopropylcarbodiimide (5.5 mmol, 861 μL). The mixture was shaken at room temperature for 24 hours. The resulting resin was washed with DMF (3×mL), MeOH (3×5 mL) and CH2Cl2 (4×5 mL), then dried in vacuo. To the resin (100 mg) was added 2-methoxyethylamine (1.1 mmol, 96 μL) in DMF (1 ... The reactants are BrC1=CC(=CC=2N=C(SC21)N2C(N(CN(C2)C)CC)=O)C=2C=NC(=NC2)C(C)(C)O (1-(7-bromo-5-(2-(2-hydroxypropan-2-yl)pyrimidin-5-yl)benzo[d]thiazol-2-yl)-3-ethyl-5-methyl-1,3,5-triazinan-2-one), C(C)(=O)[O-].[K+] (potassium acetate), B1(OCC(CO1)(C)C)B2OCC(CO2)(C)C (bis(neopentyl glycolato)diboron). The reagents and catalysts are C1=CC=C(C=C1)P([C-]2C=CC=C2)C3=CC=CC=C3.C1=CC=C(C=C1)P([C-]2C=CC=C2)C3=CC=CC=C3.Cl[Pd]Cl.[Fe+2] (Pd(dppf)2Cl2). Solvent: C1(=CC=CC=C1)C (toluene). Run at temperature 130 celsius. The product is C(C)N1C(N(CN(C1)C)C=1SC2=C(N1)C=C(C=C2B(O)O)C=2C=NC(=NC2)C(C)(C)O)=O ([2-(3-ethyl-5-methyl-2-oxo-1,3,5-triazinan-1-yl)-5-[2-(1-hydroxy-1-methyl-ethyl)pyrimidin-5-yl]-1,3-benzothiazol-7-yl]boronic acid). Reaction SMILES: Br[C:2]1[C:10]2[S:9][C:8]([N:11]3[CH2:16][N:15]([CH3:17])[CH2:14][N:13]([CH2:18][CH3:19])[C:12]3=[O:20])=[N:7][C:6]=2[CH:5]=[C:4]([C:21]2[CH:22]=[N:23][C:24]([C:27]([OH:30])([CH3:29])[CH3:28])=[N:25][CH:26]=2)[CH:3]=1.C([O-])(=O)C.[K+].[B:36]1(B2OCC(C)(C)CO2)[O:41]CC(C)(C)C[O:37]1>C1(C)C=CC=CC=1.C1C=CC(P(C2C=CC=CC=2)[C-]2C=CC=C2)=CC=1.C1C=CC(P(C2C=CC=CC=2)[C-]2C=CC=C2)=CC=1.Cl[Pd]Cl.[Fe+2]>[CH2:18]([N:13]1[CH2:14][N:15]([CH3:17])[CH2:16][N:11]([C:8]2[S:9][C:10]3[C:2]([B:36]([OH:41])[OH:37])=[CH:3][C:4]([C:21]4[CH:22]=[N:23][C:24]([C:27]([OH:30])([CH3:29])[CH3:28])=[N:25][CH:26]=4)=[CH:5][C:6]=3[N:7]=2)[C:12]1=[O:20])[CH3:19] |f:1.2,5.6.7.8|. Reported procedure: A mixture of Intermediate 4 (500 mg), potassium acetate (300 mg), bis(neopentyl glycolato)diboron (460 mg) and Pd(dppf)2Cl2 (70 mg) in toluene (10 mL) was degassed (×3) under vacuum then heated at 130° C. for 90 min. The mixture was cooled and filtered through Celite. The filtrate was concentrated to give i (465 mg). MS: 457.02 [M+H]+. Reactants: CO.C(Cl)(Cl)Cl (methanol chloroform), [BH4-].[Na+] (sodium borohydride), ice, C(C1=CC=CC=C1)OC(=O)N[C@@H](CC1=CC=CC=C1)C(=O)CCl ([N-(benzyloxycarbonyl)-L-phenylalanyl]methyl chloride). Solvent: O1CCCC1 (tetrahydrofuran). Conditions: time 0.5 hour. Yields the product C(C1=CC=CC=C1)OC(=O)N[C@H]([C@@H](CCl)O)CC1=CC=CC=C1 (3(S)-(benzyloxyformamido)-1-chloro-4-phenyl-2(S)-butanol). Yield: 54.4%. Reaction SMILES: [BH4-].[Na+].[CH2:3]([O:10][C:11]([NH:13][C@H:14]([C:22]([CH2:24][Cl:25])=[O:23])[CH2:15][C:16]1[CH:21]=[CH:20][CH:19]=[CH:18][CH:17]=1)=[O:12])[C:4]1[CH:9]=[CH:8][CH:7]=[CH:6][CH:5]=1.CO.C(Cl)(Cl)Cl>O1CCCC1>[CH2:3]([O:10][C:11]([NH:13][C@@H:14]([CH2:15][C:16]1[CH:17]=[CH:18][CH:19]=[CH:20][CH:21]=1)[C@H:22]([OH:23])[CH2:24][Cl:25])=[O:12])[C:4]1[CH:5]=[CH:6][CH:7]=[CH:8][CH:9]=1 |f:0.1,3.4|. Reported procedure: 3.5 g of sodium borohydride were added to an ice-cooled stirred solution of 21 g of [N-(benzyloxycarbonyl)-L-phenylalanyl]methyl chloride in 500 ml of aqueous tetrahydrofuran. Stirring was continued for 0.5 hour and the solvent was removed by evaporation. The residue was partitioned between dichloromethane and water and then carefully acidified with concentrated hydrochloric acid. After working-up the organic phase gave a white solid which ran as two spots; Rf 0.4 and 0.5 (5% methanol/chloroform...